From a dataset of the Open Reaction Database (ORD), a public repository of structured organic reaction records. describe an organic reaction: reactants, conditions, products, and yield Reactants: [Cl-].[Al+3].[Cl-].[Cl-] (aluminum (III) chloride), [CH-]1C=CC=C1.[CH-]1C=CC=C1.[Fe+2] (ferrocene), O (water), [CH-]1C=CC=C1.[CH-]1C=CC=C1.[Fe+2] (Ferrocene), BrC1=C(C(=O)Cl)C=CC=C1 (o-bromobenzoyl chloride), solid. Solvent: C(Cl)Cl (CH2Cl2), C(Cl)Cl (CH2Cl2), C(Cl)Cl (CH2Cl2). Conditions: temperature 0 celsius. The product is BrC1=C(C(=O)[C-]2C=CC=C2)C=CC=C1.[CH-]1C=CC=C1.[Fe+2] (o-bromobenzoylferrocene). Yield: 81.0%. RXN SMILES: [CH-:1]1[CH:5]=[CH:4][CH:3]=[CH:2]1.[CH-:6]1[CH:10]=[CH:9][CH:8]=[CH:7]1.[Fe+2:11].[Cl-].[Al+3].[Cl-].[Cl-].[Br:16][C:17]1[CH:25]=[CH:24][CH:23]=[CH:22][C:18]=1[C:19](Cl)=[O:20].O>C(Cl)Cl>[Br:16][C:17]1[CH:25]=[CH:24][CH:23]=[CH:22][C:18]=1[C:19]([C-:1]1[CH:5]=[CH:4][CH:3]=[CH:2]1)=[O:20].[CH-:6]1[CH:10]=[CH:9][CH:8]=[CH:7]1.[Fe+2:11] |f:0.1.2,3.4.5.6,10.11.12|. Procedure: Ferrocene (10.0 g, 53.8 mmol) was dissolved in CH2Cl2 (50 mL) in a 250 mL round-bottom flask with argon inlet and dripping funnel and cooled to 0° C. Then aluminum (III) chloride (7.88 g. 59.1 mmol) was suspended in CH2Cl2 (50 mL) in a dropping funnel and o-bromobenzoyl chloride (12.4 g, 7.4 mL, 56.4 mmol) was added dropwise using a syringe. The resulting solution was added by drops of the ferrocene from the dropping funnel. An intense dark purple color appeared. After 2 h of stirring water (15 ... Starting materials: CC(=O)O, Oc1ccc(CC2CCNCC2)cc1, O=[N+]([O-])O. The product is O=[N+]([O-])c1cc(CC2CCNCC2)ccc1O. Reaction SMILES: [CH3:19][C:20](=[O:21])[OH:22].[NH:5]1[CH2:6][CH2:7][CH:8]([CH2:11][c:12]2[cH:13][cH:14][c:15]([OH:18])[cH:16][cH:17]2)[CH2:9][CH2:10]1.[OH:1][N+:2]([O-:3])=[O:4]>>[O-:1][N+:2](=[O:4])[c:16]1[c:15]([OH:18])[cH:14][cH:13][c:12]([CH2:11][CH:8]2[CH2:7][CH2:6][NH:5][CH2:10][CH2:9]2)[cH:17]1.